This data is from the Open Reaction Database (ORD), a public repository of structured organic reaction records. The task is: describe an organic reaction: reactants, conditions, products, and yield Starting materials: CC(C)(C)N1CC2(CCN(Cc3ccccc3)CC2)OC1=O, CCO. Yields the product CC(C)(C)N1CC2(CCNCC2)OC1=O. As a reaction SMILES: [CH2:1]([c:2]1[cH:3][cH:4][cH:5][cH:6][cH:7]1)[N:8]1[CH2:9][CH2:10][C:11]2([CH2:12][N:13]([C:17]([CH3:18])([CH3:19])[CH3:20])[C:14](=[O:16])[O:15]2)[CH2:21][CH2:22]1.[CH3:23][CH2:24][OH:25]>>[NH:8]1[CH2:9][CH2:10][C:11]2([CH2:12][N:13]([C:17]([CH3:18])([CH3:19])[CH3:20])[C:14](=[O:16])[O:15]2)[CH2:21][CH2:22]1. Starting materials: O[C@@H]1CC[C@H](CC1)C(=O)O (trans-4-hydroxycyclohexanecarboxylic acid), C(=O)([O-])[O-].[K+].[K+] (K2CO3), IC (iodomethane). The solvent is CCOC(=O)C (EtOAc), CN(C)C=O (DMF). Reaction conditions: time 2 hour. Yields the product COC(=O)[C@@H]1CC[C@@H](CC1)O (cis-4-Hydroxy-cyclohexanecarboxylic acid methyl ester). Reaction SMILES: [OH:1][C@H:2]1[CH2:7][CH2:6][C@H:5]([C:8]([OH:10])=[O:9])[CH2:4][CH2:3]1.[C:11]([O-])([O-])=O.[K+].[K+].IC>CN(C=O)C.CCOC(C)=O>[CH3:11][O:9][C:8]([C@H:5]1[CH2:6][CH2:7][C@@H:2]([OH:1])[CH2:3][CH2:4]1)=[O:10] |f:1.2.3|. Reported procedure: To a solution of trans-4-hydroxycyclohexanecarboxylic acid (5.0 mmol, 721 mg), K2CO3 (15.0 mmol, 2.07 g) in DMF (17 mL) is added iodomethane (6.0 mmol, 0.374 mL). After stirring for 2 h, the mixture is diluted with EtOAc. The mixture is washed with H2O and brine, dried over Na2SO4 and concentrated. The residue is used to next reaction without further purification (643 mg, 81%); ESI-MS m/z: 159 [M+1]+, Retention time 1.34 min. (condition A). Reactants: C(CCC)OCCOC1=CC=C(C=C1)C=1C=CC2=C(C=C(CCN2C2=CC=C(C=C2)OC)C(=O)OC)C1 (methyl 7-[4-(2-butoxyethoxy)phenyl]-1-(4-methoxyphenyl)-2,3-dihydro-1H-1-benzazepine-4-carboxylate), [OH-].[Na+] (sodium hydroxide). Run in CO (methanol), C1CCOC1 (THF). Run at temperature 50 celsius. Product: C(CCC)OCCOC1=CC=C(C=C1)C=1C=CC2=C(C=C(CCN2C2=CC=C(C=C2)OC)C(=O)O)C1 (7-[4-(2-butoxyethoxy)phenyl]-1-(4-methoxyphenyl)-2,3-dihydro-1H-1-benzazepine-4-carboxylic acid). Yield: 73.1%. Reaction SMILES: [CH2:1]([O:5][CH2:6][CH2:7][O:8][C:9]1[CH:14]=[CH:13][C:12]([C:15]2[CH:16]=[CH:17][C:18]3[N:24]([C:25]4[CH:30]=[CH:29][C:28]([O:31][CH3:32])=[CH:27][CH:26]=4)[CH2:23][CH2:22][C:21]([C:33]([O:35]C)=[O:34])=[CH:20][C:19]=3[CH:37]=2)=[CH:11][CH:10]=1)[CH2:2][CH2:3][CH3:4].[OH-].[Na+]>CO.C1COCC1>[CH2:1]([O:5][CH2:6][CH2:7][O:8][C:9]1[CH:10]=[CH:11][C:12]([C:15]2[CH:16]=[CH:17][C:18]3[N:24]([C:25]4[CH:26]=[CH:27][C:28]([O:31][CH3:32])=[CH:29][CH:30]=4)[CH2:23][CH2:22][C:21]([C:33]([OH:35])=[O:34])=[CH:20][C:19]=3[CH:37]=2)=[CH:13][CH:14]=1)[CH2:2][CH2:3][CH3:4] |f:1.2|. Reported procedure: In methanol (25 ml) and THF (25 ml) was dissolved methyl 7-[4-(2-butoxyethoxy)phenyl]-1-(4-methoxyphenyl)-2,3-dihydro-1H-1-benzazepine-4-carboxylate (0.38 g). To the solution was added 1N sodium hydroxide solution (8 ml), and the mixture was heated at 50° C. overnight, concentrated, neutralized with 1N hydrochloric acid and extracted with ethyl acetate. The organic layer was washed with water and saturated brine and dried with anhydrous magnesium sulfate. The solvent was evaporated to give 7-[4-... The reactants are SC1=NC=C(C(=N1)C1=CC=C(C=C1)OC)C1=CC=C(C=C1)Cl (2-mercapto-4-(4-methoxyphenyl)-5-(4-chlorophenyl)pyrimidine), C([O-])([O-])=O.[K+].[K+] (potassium carbonate), CI (methyl iodide). Solvent: CC(=O)C (acetone). Reaction conditions: time 5 hour. The product is CSC1=NC=C(C(=N1)C1=CC=C(C=C1)OC)C1=CC=C(C=C1)Cl (2-Methylthio-4-(4-methoxyphenyl)-5-(4-chlorophenyl)-pyrimidine). RXN SMILES: [SH:1][C:2]1[N:7]=[C:6]([C:8]2[CH:13]=[CH:12][C:11]([O:14][CH3:15])=[CH:10][CH:9]=2)[C:5]([C:16]2[CH:21]=[CH:20][C:19]([Cl:22])=[CH:18][CH:17]=2)=[CH:4][N:3]=1.[C:23](=O)([O-])[O-].[K+].[K+].CI>CC(C)=O>[CH3:23][S:1][C:2]1[N:7]=[C:6]([C:8]2[CH:13]=[CH:12][C:11]([O:14][CH3:15])=[CH:10][CH:9]=2)[C:5]([C:16]2[CH:21]=[CH:20][C:19]([Cl:22])=[CH:18][CH:17]=2)=[CH:4][N:3]=1 |f:1.2.3|. Procedure details: A mixture of 2-mercapto-4-(4-methoxyphenyl)-5-(4-chlorophenyl)pyrimidine* (7 g) and potassium carbonate (8 g) in 200 ml acetone was treated with methyl iodide (4.8 ml) and stirred 5 hours at room temperature. The reaction mixture was filtered and concentrated on the rotary evaporator. Chromatography on silica gel and crystallization from ethanol gave the title compound (3.4 g), m.p. 127°-130°. Infrared and H-NMR spectra were consistent with the assigned structure. MS 342 (M+). Reactants: FC1=C(C=CC(=C1NCC1=C(C(=CC(=C1)C1=CC(=CC=C1)F)C)F)F)O (2,4-difluoro-3-[[2-fluoro-5-(3-fluorophenyl)-3-methyl-phenyl]methylamino]phenol), C(=O)([O-])[O-].[Cs+].[Cs+] (Cs2CO3), BrCC(=O)OCC (ethyl bromoacetate). Solvent: CC(CC)=O (2-butanone). Conditions: time 30 minute. The product is FC1=C(OCC(=O)OCC)C=CC(=C1NCC1=C(C(=CC(=C1)C1=CC(=CC=C1)F)C)F)F (Ethyl 2-[2,4-difluoro-3-[[2-fluoro-5-(3-fluorophenyl)-3-methyl-phenyl]methylamino]phenoxy]acetate). Isolated yield 79.8%. As a reaction SMILES: [F:1][C:2]1[C:7]([NH:8][CH2:9][C:10]2[CH:15]=[C:14]([C:16]3[CH:21]=[CH:20][CH:19]=[C:18]([F:22])[CH:17]=3)[CH:13]=[C:12]([CH3:23])[C:11]=2[F:24])=[C:6]([F:25])[CH:5]=[CH:4][C:3]=1[OH:26].C([O-])([O-])=O.[Cs+].[Cs+].Br[CH2:34][C:35]([O:37][CH2:38][CH3:39])=[O:36]>CC(=O)CC>[F:1][C:2]1[C:7]([NH:8][CH2:9][C:10]2[CH:15]=[C:14]([C:16]3[CH:21]=[CH:20][CH:19]=[C:18]([F:22])[CH:17]=3)[CH:13]=[C:12]([CH3:23])[C:11]=2[F:24])=[C:6]([F:25])[CH:5]=[CH:4][C:3]=1[O:26][CH2:34][C:35]([O:37][CH2:38][CH3:39])=[O:36] |f:1.2.3|. Procedure details: To a stirred solution of 2,4-difluoro-3-[[2-fluoro-5-(3-fluorophenyl)-3-methyl-phenyl]methylamino]phenol (150 mg, 0.42 mmol, 1.0 eq) in 2-butanone (10 mL) was added Cs2CO3 (203 mg, 0.62 mmol, 1.5 eq). The resulting mixture was stirred at room temperature for 30 min then ethyl bromoacetate (83 mg, 0.50 mmol, 1.2 eq) was added. The reaction was stirred at room temperature 30 min then filtered and concentrated. The crude residue was purified by chromatography (EtOAc:petroleum ether, 0:1 to 1:4) to ... Run in CCOCC (ether), O (water), O (water). The reactants are [C-]#N.[Na+] (Sodium cyanide), C(C)(=O)C1=CC=2CC3=CC=CC=C3C2C=C1 (2-acetylfluorene), Cl (HCl). Yields the product OC(C#N)(C1=CC=2CC3=CC=CC=C3C2C=C1)C (α-Hydroxy-α-methyl-fluorene-2-acetonitrile). RXN SMILES: [C:1]([C:4]1[CH:16]=[CH:15][C:14]2[C:13]3[C:8](=[CH:9][CH:10]=[CH:11][CH:12]=3)[CH2:7][C:6]=2[CH:5]=1)(=[O:3])[CH3:2].[C-:17]#[N:18].[Na+].Cl>CCOCC.O>[OH:3][C:1]([CH3:2])([C:4]1[CH:16]=[CH:15][C:14]2[C:13]3[C:8](=[CH:9][CH:10]=[CH:11][CH:12]=3)[CH2:7][C:6]=2[CH:5]=1)[C:17]#[N:18] |f:1.2|. Procedure: A mixture of 2-acetylfluorene (5.32g.) in ether (20ml.) and water (40ml.) is cooled to 5° and agitated vigorously. Sodium cyanide (2.45g.) is added portionwise and the solution is then treated with conc. HCl (4.8ml.) while maintaining the temperature between 5°-10°. The mixture is then stirred for 2 hr. at room temperature, diluted with water and extracted with ether. The ether extracts are dried (MgS04) and evaporated to give the titled compound.